Dataset: the Open Reaction Database (ORD), a public repository of structured organic reaction records. Task: describe an organic reaction: reactants, conditions, products, and yield Starting materials: CO, O=C1OC2(C3CCCCC3)c3cc(Cl)ccc3CCN2C1=O, O=S(=O)(O)O. Product: Clc1ccc2c(c1)C(C1CCCCC1)=NCC2. RXN SMILES: [CH3:28][OH:29].[Cl:1][c:2]1[cH:3][cH:4][c:5]2[c:10]([cH:11]1)[C:9]1([CH:17]3[CH2:18][CH2:19][CH2:20][CH2:21][CH2:22]3)[N:8]([CH2:7][CH2:6]2)[C:12](=[O:13])[C:14](=[O:15])[O:16]1.[S:23](=[O:24])(=[O:25])([OH:26])[OH:27]>>[Cl:1][c:2]1[cH:3][cH:4][c:5]2[c:10]([cH:11]1)[C:9]([CH:17]1[CH2:18][CH2:19][CH2:20][CH2:21][CH2:22]1)=[N:8][CH2:7][CH2:6]2. Reactants: ice, C(=O)(OC(C)(C)C)N1CC(CC1)C(=O)O (1-Boc-pyrrolidine-3-carboxylic acid), O1CCCC1 (tetrahydrofuran). Solvent: C(=O)(O)[O-].[Na+] (NaHCO3). Conditions: time 8 hour. Yields the product OCC1CN(CC1)C(=O)OC(C)(C)C (tert-butyl 3-(hydroxymethyl)pyrrolidine-1-carboxylate). Isolated yield 109.2%. Reaction SMILES: [C:1]([N:8]1[CH2:12][CH2:11][CH:10]([C:13](O)=[O:14])[CH2:9]1)([O:3][C:4]([CH3:7])([CH3:6])[CH3:5])=[O:2].O1CCCC1>C([O-])(O)=O.[Na+]>[OH:14][CH2:13][CH:10]1[CH2:11][CH2:12][N:8]([C:1]([O:3][C:4]([CH3:7])([CH3:6])[CH3:5])=[O:2])[CH2:9]1 |f:2.3|. Procedure details: To an ice cooled solution of 1-Boc-pyrrolidine-3-carboxylic acid (1 g, 4.64 mmol) in dry tetrahydrofuran (6 ml) Borane-methyl sulfide complex (2M in tetrahydrofuran) (3.48 ml, 6.96 mmol) was added dropwise the under N2 atmosphere The reaction mixture was stirred overnight at room temperature. NaHCO3 sat. sol. (20 ml) was added and the resulting mixture was stirred for 30 min. The mixture was extracted with ethylacetate (3×20 ml). Collected organics after solvent evaporation afforded the title co... Starting materials: C1CCOC1, O=C(Nc1cccc2c1C(=O)NC2=O)c1ccc(Cl)s1, CCOC(=O)N=NC(=O)OCC, O, CC(C)(C)OC(=O)NCc1cccc(CO)c1, c1ccc(P(c2ccccc2)c2ccccc2)cc1. The product is CC(C)(C)OC(=O)NCc1cccc(CN2C(=O)c3cccc(NC(=O)c4ccc(Cl)s4)c3C2=O)c1. Reaction SMILES: [CH2:69]1[O:70][CH2:71][CH2:72][CH2:73]1.[Cl:13][c:14]1[cH:15][cH:16][c:17]([C:19](=[O:20])[NH:21][c:22]2[c:23]3[c:27]([cH:28][cH:29][cH:30]2)[C:26](=[O:31])[NH:25][C:24]3=[O:32])[s:18]1.[O:1]=[C:2]([O:3][CH2:4][CH3:5])[N:6]=[N:7][C:8]([O:9][CH2:10][CH3:11])=[O:12].[OH2:74].[OH:33][CH2:34][c:35]1[cH:36][c:37]([CH2:38][NH:39][C:40]([O:41][C:42]([CH3:43])([CH3:44])[CH3:45])=[O:46])[cH:47][cH:48][cH:49]1.[c:50]1([P:51]([c:52]2[cH:53][cH:54][cH:55][cH:56][cH:57]2)[c:58]2[cH:59][cH:60][cH:61][cH:62][cH:63]2)[cH:64][cH:65][cH:66][cH:67][cH:68]1>>[Cl:13][c:14]1[cH:15][cH:16][c:17]([C:19](=[O:20])[NH:21][c:22]2[c:23]3[c:27]([cH:28][cH:29][cH:30]2)[C:26](=[O:31])[N:25]([CH2:34][c:35]2[cH:36][c:37]([CH2:38][NH:39][C:40]([O:41][C:42]([CH3:43])([CH3:44])[CH3:45])=[O:46])[cH:47][cH:48][cH:49]2)[C:24]3=[O:32])[s:18]1. Procedure: To a solution of 3-(aminomethyl)-4-(ethylsulfonyl)aniline (1.1 g, 5.1 mmol) in DMF (5 mL) and TEA (2.75 mL) was added benzyl 2,5-dioxopyrrolidin-1-yl carbonate (1.4 g, 5.7 mmol) in DCM (15 mL). The solution was stirred for 18 h before quenching with water (25 mL). The reaction mixture was extracted with DCM (2×30 mL), washed with brine and dried (MgSO4). The organic layer was concentrated in vacuo and the residue purified by flash chromatography (0-100% EtOAc/Hexane) to afford 28A (1.0 g, 59%) a... Conditions: time 18 hour. The solvent is CN(C)C=O (DMF), TEA, C(Cl)Cl (DCM). Isolated yield 56.3%. RXN SMILES: [NH2:1][CH2:2][C:3]1[CH:4]=[C:5]([CH:7]=[CH:8][C:9]=1[S:10]([CH2:13][CH3:14])(=[O:12])=[O:11])[NH2:6].[C:15](=O)([O:24]N1C(=O)CCC1=O)[O:16][CH2:17][C:18]1[CH:23]=[CH:22][CH:21]=[CH:20][CH:19]=1>CN(C=O)C.C(Cl)Cl>[NH2:6][C:5]1[CH:7]=[CH:8][C:9]([S:10]([CH2:13][CH3:14])(=[O:12])=[O:11])=[C:3]([CH:4]=1)[CH2:2][NH:1][C:15](=[O:24])[O:16][CH2:17][C:18]1[CH:23]=[CH:22][CH:21]=[CH:20][CH:19]=1. Yields the product NC=1C=CC(=C(CNC(OCC2=CC=CC=C2)=O)C1)S(=O)(=O)CC (Benzyl 5-amino-2-(ethylsulfonyl)benzylcarbamate). Starting materials: NCC=1C=C(N)C=CC1S(=O)(=O)CC (3-(aminomethyl)-4-(ethylsulfonyl)aniline), C(OCC1=CC=CC=C1)(ON1C(CCC1=O)=O)=O (benzyl 2,5-dioxopyrrolidin-1-yl carbonate). Reactants: ClC1=CC(=NC2=CC=CC=C12)C1=CC=C(C=C1)C (4-chloro-2-p-tolyl-quinoline), NCC(CN)O (1,3-diamino-2-propanol). The product is Cl.NCC(CNC1=CC(=NC2=CC=CC=C12)C1=CC=C(C=C1)C)O ((RS)-1-Amino-3-(2-p-tolyl-quinolin-4-ylamino)-propan-2-ol hydrochloride). As a reaction SMILES: [Cl:1][C:2]1[C:11]2[C:6](=[CH:7][CH:8]=[CH:9][CH:10]=2)[N:5]=[C:4]([C:12]2[CH:17]=[CH:16][C:15]([CH3:18])=[CH:14][CH:13]=2)[CH:3]=1.[NH2:19][CH2:20][CH:21]([OH:24])[CH2:22][NH2:23]>>[ClH:1].[NH2:19][CH2:20][CH:21]([OH:24])[CH2:22][NH:23][C:2]1[C:11]2[C:6](=[CH:7][CH:8]=[CH:9][CH:10]=2)[N:5]=[C:4]([C:12]2[CH:17]=[CH:16][C:15]([CH3:18])=[CH:14][CH:13]=2)[CH:3]=1 |f:2.3|. Reported procedure: The title compound, m.p. 264-272° C. and MS: m/e=308.3 (M+H+), was prepared from 4-chloro-2-p-tolyl-quinoline and 1,3-diamino-2-propanol. Starting materials: FC(C=1C=C(C=C(C1)C(F)(F)F)C1=NN(C=N1)\C=C/C(=O)O)(F)F ((Z)-3-(3-(3,5-bis(trifluoromethyl)phenyl)-1H-1,2,4-triazol-1-yl)acrylic acid), C(CC)P1(OP(OP(O1)(=O)CCC)(=O)CCC)=O (T3P), CCN(C(C)C)C(C)C (DIPEA), O=S1(CC(CC1)NN)=O (2-(1,1-dioxotetrahydrothiophen-3-yl)hydrazine). Solvent: CCOC(=O)C (EtOAc). Reaction conditions: temperature -60 celsius, time 30 minute. The product is FC(C=1C=C(C=C(C1)C(F)(F)F)C1=NN(C=N1)\C=C/C(=O)NNC1CS(CC1)(=O)=O)(F)F ((Z)-3-(3-(3,5-bis(trifluoromethyl)phenyl)-1H-1,2,4-triazol-1-yl)-N′-(1,1-dioxotetrahydrothiophen-3yl)acrylohydrazide). Yield: 87.2%. Reaction SMILES: [F:1][C:2]([F:24])([F:23])[C:3]1[CH:4]=[C:5]([C:13]2[N:17]=[CH:16][N:15](/[CH:18]=[CH:19]\[C:20]([OH:22])=O)[N:14]=2)[CH:6]=[C:7]([C:9]([F:12])([F:11])[F:10])[CH:8]=1.[O:25]=[S:26]1(=[O:33])[CH2:30][CH2:29][CH:28]([NH:31][NH2:32])[CH2:27]1.C(P1(=O)OP(CCC)(=O)OP(CCC)(=O)O1)CC.CCN(C(C)C)C(C)C>CCOC(C)=O>[F:1][C:2]([F:23])([F:24])[C:3]1[CH:4]=[C:5]([C:13]2[N:17]=[CH:16][N:15](/[CH:18]=[CH:19]\[C:20]([NH:32][NH:31][CH:28]3[CH2:29][CH2:30][S:26](=[O:33])(=[O:25])[CH2:27]3)=[O:22])[N:14]=2)[CH:6]=[C:7]([C:9]([F:11])([F:10])[F:12])[CH:8]=1. Reported procedure: A 50-mL, 3-necked, round-bottomed flask charged with a solution of (Z)-3-(3-(3,5-bis(trifluoromethyl)phenyl)-1H-1,2,4-triazol-1-yl)acrylic acid (0.5 g) in EtOAc (20.0 mL) was treated with 2-(1,1-dioxotetrahydrothiophen-3-yl)hydrazine (0.3 g, 1.2 eq.). The mixture was cooled to −60° C. and treated simultaneously with T3P (50% in EtOAc; 2.0 mL, 2 eq.) and DIPEA (1 mL, 4 eq.). The reaction mixture was stirred for 30 min at −60° C. before being concentrated under reduced pressure (35° C., 20 mmHg) t...